This data is from the Open Reaction Database (ORD), a public repository of structured organic reaction records. The task is: describe an organic reaction: reactants, conditions, products, and yield Reactants: 2-L, C(C1=CC=CC=C1)(=O)O (benzoic acid), C(C1=CC=CC=C1)(=O)O (benzoic acid), C1(=CC=CC=C1)CCO (2-phenylethyl alcohol). Run at temperature 180 celsius, time 1 hour. The product is C(C1=CC=CC=C1)(=O)OCCC1=CC=CC=C1 (2-phenylethyl benzoate). Yield: 88.4%. As a reaction SMILES: [C:1]([OH:9])(=[O:8])[C:2]1[CH:7]=[CH:6][CH:5]=[CH:4][CH:3]=1.[C:10]1([CH2:16][CH2:17]O)[CH:15]=[CH:14][CH:13]=[CH:12][CH:11]=1>>[C:1]([O:9][CH2:17][CH2:16][C:10]1[CH:15]=[CH:14][CH:13]=[CH:12][CH:11]=1)(=[O:8])[C:2]1[CH:7]=[CH:6][CH:5]=[CH:4][CH:3]=1. Procedure details: A 2-L, 4-neck round bottom flask, fitted with a thermometer, mechanical stirrer, nitrogen inlet tube and Liebig condenser/receiving flask, was charged with 671.7 g (5.50 mol, 1.00 equiv) of benzoic acid, 806.3 g (6.60 mol, 1.20 equiv) of 2-phenylethyl alcohol, and 1.25 g (0.1% w/w) of Fascat 2001®. The system was heated gently with slow stirring (<50 rpm) until the benzoic acid dissolved. The air was removed with three cycles of evacuation/nitrogen fill using a mechanical vacuum pump (50-100 tor... The reactants are FC1=C(C=CC=C1)C1=NCC(=NC2=C1C=C(C=C2)I)NN (5-(2-fluorophenyl)-2-hydrazino-7-iodo 3H-1,4-benzodiazepine), C(CC)(OCC)(OCC)OCC (triethyl orthopropionate). Solvent: C=1(C(=CC=CC1)C)C (xylene). Product: C(C)C1=NN=C2N1C1=C(C(=NC2)C2=C(C=CC=C2)F)C=C(C=C1)I (1-ethyl-6-(2-fluorophenyl)-8-iodo-4H-[1,2,4]triazolo[4,3-a][1,4]benzodiazepine). Isolated yield 97.0%. Reaction SMILES: [F:1][C:2]1[CH:7]=[CH:6][CH:5]=[CH:4][C:3]=1[C:8]1[C:14]2[CH:15]=[C:16]([I:19])[CH:17]=[CH:18][C:13]=2[N:12]=[C:11]([NH:20][NH2:21])[CH2:10][N:9]=1.[C:22](OCC)(OCC)(OCC)[CH2:23][CH3:24]>C1(C)C(C)=CC=CC=1>[CH2:23]([C:24]1[N:12]2[C:13]3[CH:18]=[CH:17][C:16]([I:19])=[CH:15][C:14]=3[C:8]([C:3]3[CH:4]=[CH:5][CH:6]=[CH:7][C:2]=3[F:1])=[N:9][CH2:10][C:11]2=[N:20][N:21]=1)[CH3:22]. Reported procedure: A mixture of 1 g of 5-(2-fluorophenyl)-7-iodo-2-hydrazino-7-iodo-3H-1,4-benzodiazepine (see example 3), 5 ml of triethyl orthopropionate and 10 ml of xylene was heated to reflux for 1 hour. The solvents were partially distilled over and the residue was diluted with hexane. The precipitated crystals were collected and recrystallized from methanol/ethyl acetate to leave 1.05 g (97%) of 1-ethyl-6-(2-fluorophenyl)-8-iodo-4H-[1,2,4]triazolo[4,3-a][1,4]benzodiazepine with m.p. 209°-211° C. The reactants are BrC=1C=C2C(=NC1)C=CN2OC(C)C2=C(C(=CC=C2Cl)F)Cl (6-bromo-1-[1-(2,6-dichloro-3-fluorophenyl)ethoxy]-1H-pyrrolo[3,2-b]pyridine), N1C=CC2=CC=C(C=C12)B(O)O (1H-indol-6-ylboronic acid). Yields the product ClC1=C(C(=CC=C1F)Cl)C(C)ON1C=CC2=NC=C(C=C21)C2=CC=C1C=CNC1=C2 (1-[1-(2,6-dichloro-3-fluorophenyl)ethoxy]-6-(1H-indol-6-yl)-1H-pyrrolo[3,2-b]pyridine). As a reaction SMILES: Br[C:2]1[CH:3]=[C:4]2[N:10]([O:11][CH:12]([C:14]3[C:19]([Cl:20])=[CH:18][CH:17]=[C:16]([F:21])[C:15]=3[Cl:22])[CH3:13])[CH:9]=[CH:8][C:5]2=[N:6][CH:7]=1.[NH:23]1[C:31]2[C:26](=[CH:27][CH:28]=[C:29](B(O)O)[CH:30]=2)[CH:25]=[CH:24]1>>[Cl:22][C:15]1[C:16]([F:21])=[CH:17][CH:18]=[C:19]([Cl:20])[C:14]=1[CH:12]([O:11][N:10]1[C:4]2[C:5](=[N:6][CH:7]=[C:2]([C:29]3[CH:30]=[C:31]4[C:26]([CH:25]=[CH:24][NH:23]4)=[CH:27][CH:28]=3)[CH:3]=2)[CH:8]=[CH:9]1)[CH3:13]. Reported procedure: The entitled compound was prepared from 6-bromo-1-[1-(2,6-dichloro-3-fluorophenyl)ethoxy]-1H-pyrrolo[3,2-b]pyridine and 1H-indol-6-ylboronic acid according to the procedure described in example 4. Starting materials: CCCCCCCCCCCCBr, Cn1ccnc1. Product: [Br-], CCCCCCCCCCCC[n+]1ccn(C)c1. Reaction SMILES: [Br:1][CH2:2][CH2:3][CH2:4][CH2:5][CH2:6][CH2:7][CH2:8][CH2:9][CH2:10][CH2:11][CH2:12][CH3:13].[CH3:14][n:15]1[cH:16][n:17][cH:18][cH:19]1>>[Br-:1].[CH2:2]([CH2:3][CH2:4][CH2:5][CH2:6][CH2:7][CH2:8][CH2:9][CH2:10][CH2:11][CH2:12][CH3:13])[n+:17]1[cH:16][n:15]([CH3:14])[cH:19][cH:18]1. Starting materials: [Na+], [Na+], O, O=S([O-])[O-], O=S(=O)(Cl)c1cccc2cnccc12. Yields the product [Na+], O=S([O-])c1cccc2cnccc12. RXN SMILES: [Na+:19].[Na+:20].[OH2:21].[S:15]([O-:16])([O-:17])=[O:18].[cH:1]1[n:2][cH:3][cH:4][c:5]2[c:6]([S:11](=[O:12])(=[O:13])[Cl:14])[cH:7][cH:8][cH:9][c:10]12>>[Na+:19].[cH:1]1[n:2][cH:3][cH:4][c:5]2[c:6]([S:11](=[O:12])[O-:13])[cH:7][cH:8][cH:9][c:10]12. The reactants are CC#N, CC(C)Oc1cccc2ncccc12, O=C1CCC(=O)N1Br. The product is CC(C)Oc1ccc(Br)c2ncccc12. As a reaction SMILES: [CH3:23][C:24]#[N:25].[CH:1]([CH3:2])([CH3:3])[O:4][c:5]1[c:6]2[cH:7][cH:8][cH:9][n:10][c:11]2[cH:12][cH:13][cH:14]1.[O:15]=[C:16]1[N:17]([Br:22])[C:18](=[O:19])[CH2:20][CH2:21]1>>[CH:1]([CH3:2])([CH3:3])[O:4][c:5]1[c:6]2[cH:7][cH:8][cH:9][n:10][c:11]2[c:12]([Br:22])[cH:13][cH:14]1. Starting materials: O=C([O-])[O-], CCOC(=O)c1ncc2[nH]c3cccc(O)c3c2c1COC, CCO, Fc1cccc(CCl)c1, [K+], [K+]. The product is CCOC(=O)c1ncc2[nH]c3cccc(OCc4cccc(F)c4)c3c2c1COC. As a reaction SMILES: [C:23](=[O:24])([O-:25])[O-:26].[CH2:1]([CH3:2])[O:3][C:4](=[O:5])[c:6]1[n:7][cH:8][c:9]2[nH:10][c:11]3[cH:12][cH:13][cH:14][c:15]([OH:22])[c:16]3[c:17]2[c:18]1[CH2:19][O:20][CH3:21].[CH3:38][CH2:39][OH:40].[F:29][c:30]1[cH:31][c:32]([CH2:33][Cl:34])[cH:35][cH:36][cH:37]1.[K+:27].[K+:28]>>[CH2:1]([CH3:2])[O:3][C:4](=[O:5])[c:6]1[n:7][cH:8][c:9]2[nH:10][c:11]3[cH:12][cH:13][cH:14][c:15]([O:22][CH2:33][c:32]4[cH:31][c:30]([F:29])[cH:37][cH:36][cH:35]4)[c:16]3[c:17]2[c:18]1[CH2:19][O:20][CH3:21].